This data is from the Open Reaction Database (ORD), a public repository of structured organic reaction records. The task is: describe an organic reaction: reactants, conditions, products, and yield Starting materials: FC(C(=O)OC(C(F)(F)F)=O)(F)F (trifluoroacetic anhydride), C(C)(=O)O (acetic acid), P(O)(O)(O)=O (phosphoric acid), BrC1=C2C=C(N(C2=CC=C1)C)C(=O)OC (methyl 4-bromo-1-methyl-1H-indole-2-carboxylate). The solvent is C(C)#N (acetonitrile), C(C)#N (acetonitrile). Run at time 10 minute. Yields the product C(C)(=O)C1=C(N(C2=CC=CC(=C12)Br)C)C(=O)OC (Methyl 3-acetyl-4-bromo-1-methyl-1H-indole-2-carboxylate). RXN SMILES: F[C:2](F)(F)[C:3](OC(=O)C(F)(F)F)=[O:4].C(O)(=O)C.P(=O)(O)(O)O.[Br:23][C:24]1[CH:32]=[CH:31][CH:30]=[C:29]2[C:25]=1[CH:26]=[C:27]([C:34]([O:36][CH3:37])=[O:35])[N:28]2[CH3:33]>C(#N)C>[C:3]([C:26]1[C:25]2[C:29](=[CH:30][CH:31]=[CH:32][C:24]=2[Br:23])[N:28]([CH3:33])[C:27]=1[C:34]([O:36][CH3:37])=[O:35])(=[O:4])[CH3:2]. Reported procedure: 33 ml of trifluoroacetic anhydride are added to a solution of 13.2 ml of acetic acid, of 1.6 ml of phosphoric acid and of 170 ml of acetonitrile, stirring is carried out for 10 min at room temperature and a solution of 20.6 g (77 mmol) of methyl 4-bromo-1-methyl-1H-indole-2-carboxylate in 120 ml of acetonitrile is added. The mixture is stirred for 4 h at room temperature and is poured onto water and extracted with ether. The organic phase is dried over sodium sulphate, the solvent is evaporated ... The reactants are FC(C(=O)O)(F)F.ClC1=CC=C(C=C1)C1C(N=C(N1)C1=C(C=C(C=C1)OC)OCC)C (5-(4-Chloro-phenyl)-2-(2-ethoxy-4-methoxy-phenyl)-4-methyl-4,5-dihydro-1H-imidazole, trifluoroacetate salt), ClC1=CC=C(C=C1)C1C(N=C(N1C(=O)N1CCN(CC1)C)C1=C(C=C(C=C1)OC)OCC)CC1CCCC1 ([5-(4-chloro-phenyl)-4-cyclopentylmethyl-2-(2-ethoxy-4-methoxy-phenyl)-4,5-dihydro-imidazol-1-yl]-(4-methyl-piperazin-1-yl)-methanone). The product is ClC1=CC=C(C=C1)C1C(N=C(N1C(=O)N1CC(NCC1)=O)C1=C(C=C(C=C1)OC)OCC)C (4-[5-(4-Chloro-phenyl)-2-(2-ethoxy-4-methoxy-phenyl)-4-methyl-4,5-dihydro-imidazole-1-carbonyl]-piperazin-2-one). RXN SMILES: FC(F)(F)C(O)=[O:4].ClC1C=CC(C2NC(C3C=CC(OC)=CC=3OCC)=NC2C)=CC=1.[Cl:32][C:33]1[CH:38]=[CH:37][C:36]([CH:39]2[N:43]([C:44]([N:46]3[CH2:51][CH2:50][N:49](C)[CH2:48][CH2:47]3)=[O:45])[C:42]([C:53]3[CH:58]=[CH:57][C:56]([O:59][CH3:60])=[CH:55][C:54]=3[O:61][CH2:62][CH3:63])=[N:41][CH:40]2[CH2:64]C2CCCC2)=[CH:35][CH:34]=1>>[Cl:32][C:33]1[CH:34]=[CH:35][C:36]([CH:39]2[N:43]([C:44]([N:46]3[CH2:47][CH2:48][NH:49][C:50](=[O:4])[CH2:51]3)=[O:45])[C:42]([C:53]3[CH:58]=[CH:57][C:56]([O:59][CH3:60])=[CH:55][C:54]=3[O:61][CH2:62][CH3:63])=[N:41][CH:40]2[CH3:64])=[CH:37][CH:38]=1 |f:0.1|. Procedure details: 4-[5-(4-Chloro-phenyl)-2-(2-ethoxy-4-methoxy-phenyl)-4-methyl-4,5-dihydro-imidazole-1-carbonyl]-piperazin-2-one was prepared from 5-(4-chloro-phenyl)-2-(2-ethoxy-4-methoxy-phenyl)-4-methyl-4,5-dihydro-1H-imidazole, trifluoroacetate salt (Example 17) in an analogous manner as described for the preparation of [5-(4-chloro-phenyl)-4-cyclopentylmethyl-2-(2-ethoxy-4-methoxy-phenyl)-4,5-dihydro-imidazol-1-yl]-(4-methyl-piperazin-1-yl)-methanone (Example 24). HR-MS (ES, m/z) observed 471.1801, calculat... The reactants are CC(C)([O-])C.[K+] (Potassium tert-butoxide), NN1C=CC2=CC=CC=C12 (N-aminoindole), ClC1=NC=CC=C1 (2-chloropyridine). Run in CN1C(CCC1)=O (1-methyl-2-pyrrolidinone). Run at time 1 hour. The product is N1=C(C=CC=C1)NN1C=CC2=CC=CC=C12 (N-(2-Pyridinyl)-1H-indol-1-amine). Reaction SMILES: CC(C)([O-])C.[K+].[NH2:7][N:8]1[C:16]2[C:11](=[CH:12][CH:13]=[CH:14][CH:15]=2)[CH:10]=[CH:9]1.Cl[C:18]1[CH:23]=[CH:22][CH:21]=[CH:20][N:19]=1>CN1CCCC1=O>[N:19]1[CH:20]=[CH:21][CH:22]=[CH:23][C:18]=1[NH:7][N:8]1[C:16]2[C:11](=[CH:12][CH:13]=[CH:14][CH:15]=2)[CH:10]=[CH:9]1 |f:0.1|. Procedure details: Potassium tert-butoxide (3.4 g) was added to a room temperature solution of N-aminoindole (2.0 g) in 1-methyl-2-pyrrolidinone (40 ml). After stirring for one hour, 2-chloropyridine (1.6 ml) was added and the resulting solution was stirred for forty-eight hours. The reaction mixture was then quenched with water, diluted with ethyl acetate (250 ml) and washed with brine (3×250 ml). The organic layer was dried over anhydrous sodium sulfate and concentrated in vacuo to give an oil. Purification of t... Starting materials: Cl.C(C1=CC=CC=C1)OC(CN)=O (glycine benzylester hydrochloride), C1(CCCCC1)=O (cyclohexanone). Product: Cl.C(C1=CC=CC=C1)OC(CNC1CCCCC1)=O (cyclohexylamino-acetic acid benzyl ester hydrochloride). As a reaction SMILES: [ClH:1].[CH2:2]([O:9][C:10](=[O:13])[CH2:11][NH2:12])[C:3]1[CH:8]=[CH:7][CH:6]=[CH:5][CH:4]=1.[C:14]1(=O)[CH2:19][CH2:18][CH2:17][CH2:16][CH2:15]1>>[ClH:1].[CH2:2]([O:9][C:10](=[O:13])[CH2:11][NH:12][CH:14]1[CH2:19][CH2:18][CH2:17][CH2:16][CH2:15]1)[C:3]1[CH:8]=[CH:7][CH:6]=[CH:5][CH:4]=1 |f:0.1,3.4|. Procedure details: Following the procedure as described in Example 26, STEP A, glycine benzylester hydrochloride was reacted with cyclohexanone to yield cyclohexylamino-acetic acid benzyl ester hydrochloride as a white solid. Starting materials: C(C1=CC=CC=C1)N1[C@@H]([C@H](C[C@@H](C1)OC(C)(C)C)C(=O)OC)C(=O)OCC1=CC=CC=C1 (2-benzyl 3-methyl(2S,3S,5S)-1-benzyl-5-tert-butoxypiperidine-2,3-dicarboxylate), [H][H] (hydrogen). The reagents and catalysts are [Pd] (Pd/C). Solvent: CO (MeOH). The product is C(C)(C)(C)O[C@H]1C[C@@H]([C@H](NC1)C(=O)O)C(=O)OC ((2S,3S,5S)-5-tert-butoxy-3-(methoxycarbonyl)piperidine-2-carboxylic acid). RXN SMILES: C([N:8]1[CH2:13][C@@H:12]([O:14][C:15]([CH3:18])([CH3:17])[CH3:16])[CH2:11][C@H:10]([C:19]([O:21][CH3:22])=[O:20])[C@H:9]1[C:23]([O:25]CC1C=CC=CC=1)=[O:24])C1C=CC=CC=1.[H][H]>CO.[Pd]>[C:15]([O:14][C@@H:12]1[CH2:13][NH:8][C@H:9]([C:23]([OH:25])=[O:24])[C@@H:10]([C:19]([O:21][CH3:22])=[O:20])[CH2:11]1)([CH3:18])([CH3:17])[CH3:16]. Procedure details: A solution of 2-benzyl 3-methyl(2S,3S,5S)-1-benzyl-5-tert-butoxypiperidine-2,3-dicarboxylate (80.0 mg, 0.000182 mol) in 5 mL of MeOH was hydrogenated in the presence of 10% Pd/C, under a balloon pressure of hydrogen, overnight. After filter off the catalyst, the filtration was concentrated to dry and used directly in next step (43 mg, 91.1%). MS (ESI): (M+H)+=260.1. Reactants: [H-].[Na+] (sodium hydride), [N+](=O)([O-])C=1C=C(NC2=C(C(=O)NCC=C)C=CC=C2)C=CC1 (2-(m-nitroanilino)-N-allylbenzamide), ClC=1C=C(C=CC1)N=C=O (m-chlorophenyl isocyanate). Solvent: O1CCCC1 (tetrahydrofuran). Run at time 30 minute. Product: [N+](=O)([O-])C=1C=C(C=CC1)N1C(N(C(C2=CC=CC=C12)=O)CC=C)=O (1-(m-nitrophenyl)-3-allylquinazoline-2,4(1H, 3H)-dione). Isolated yield 70.5%. Reaction SMILES: [N+:1]([C:4]1[CH:5]=[C:6]([CH:20]=[CH:21][CH:22]=1)[NH:7][C:8]1[CH:19]=[CH:18][CH:17]=[CH:16][C:9]=1[C:10]([NH:12][CH2:13][CH:14]=[CH2:15])=[O:11])([O-:3])=[O:2].[H-].[Na+].ClC1C=C(N=[C:33]=[O:34])C=CC=1>O1CCCC1>[N+:1]([C:4]1[CH:5]=[C:6]([N:7]2[C:8]3[C:9](=[CH:16][CH:17]=[CH:18][CH:19]=3)[C:10](=[O:11])[N:12]([CH2:13][CH:14]=[CH2:15])[C:33]2=[O:34])[CH:20]=[CH:21][CH:22]=1)([O-:3])=[O:2] |f:1.2|. Reported procedure: 3.0 g of 2-(m-nitroanilino)-N-allylbenzamide was dissolved in 20 ml of tetrahydrofuran. To the solution was added 1.0 g of approximately 50 % sodium hydride and stirring was performed for 30 minutes. To this was added dropwise under cooling 4.6 g of m-chlorophenyl isocyanate, and the mixture was stirred for one hour, and then refluxed for 5 hours. After the reaction was complete, the solvent was distilled off from the resulting mixture. The residue thus obtained was recrystallized from methanol ... Starting materials: CCCCCC (n-hexane), ClC1=CC=C(C=C1)NC(C(C(C)=O)=COCC)=O (N-(4'-Chlorophenyl)-2-ethoxymethylene-3-oxobutanamide), C(C)OC(=CC)OCC (1,1-diethoxyprop-1-ene). Run in C1(=CC=CC=C1)C (toluene). Conditions: time 40 hour. Product: ClC1=CC=C(C=C1)NC(=O)C=1[C@H]([C@@H](C(OC1C)(OCC)OCC)C)OCC (trans-N-(4'-chlorophenyl)-2,2-diethoxy-3,6-dimethyl-4-ethoxy-3,4-dihydro-2H-pyran-5-carboxamide). The yield is 31.1%. RXN SMILES: [Cl:1][C:2]1[CH:7]=[CH:6][C:5]([NH:8][C:9](=[O:18])[C:10](=[CH:14][O:15][CH2:16][CH3:17])[C:11](=[O:13])[CH3:12])=[CH:4][CH:3]=1.[CH2:19]([O:21][C:22]([O:25][CH2:26][CH3:27])=[CH:23][CH3:24])[CH3:20].CCCCCC>C1(C)C=CC=CC=1>[Cl:1][C:2]1[CH:3]=[CH:4][C:5]([NH:8][C:9]([C:10]2[C@@H:14]([O:15][CH2:16][CH3:17])[C@H:23]([CH3:24])[C:22]([O:25][CH2:26][CH3:27])([O:21][CH2:19][CH3:20])[O:13][C:11]=2[CH3:12])=[O:18])=[CH:6][CH:7]=1. Procedure: N-(4'-Chlorophenyl)-2-ethoxymethylene-3-oxobutanamide (1.3 g) was stirred in toluene (10 ml) whilst 1,1-diethoxyprop-1-ene (2 g) was added dropwise. The mixture was stirred at room temperature for 40 hours and evaporated to dryness. The residual gum was purified by medium pressure liquid chromatography on K60 silica using ethyl acetate/petroleum ether b.p. 60°-80° C. 15/85 v/v as eluting solvent to give two stereoisomers. The first isomer after trituration with n-hexane gave trans-N-(4'-chloroph... Starting materials: ClC1=CC=C(CNC2=CC=C3C(CNC(C3=C2)=O)(C)C)C=C1 (7-(4-chloro-benzylamino)-4,4-dimethyl-3,4-dihydro-2H-isoquinolin-1-one), N1=CC=CC=C1 (pyridine), CN1C=NC(=C1)S(=O)(=O)Cl (1-methyl-1H-imidazole-4-sulfonyl chloride). Run in C(C)#N (acetonitrile). Reaction conditions: temperature 150 celsius. Product: ClC1=CC=C(CN(S(=O)(=O)C=2N=CN(C2)C)C2=CC=C3C(CNC(C3=C2)=O)(C)C)C=C1 (1-Methyl-1H-imidazole-4-sulfonic acid (4-chloro-benzyl)-(4,4-dimethyl-1-oxo-1,2,3,4-tetrahydro-isoquinolin-7-yl)-amide). Isolated yield 54.5%. RXN SMILES: [Cl:1][C:2]1[CH:22]=[CH:21][C:5]([CH2:6][NH:7][C:8]2[CH:17]=[C:16]3[C:11]([C:12]([CH3:20])([CH3:19])[CH2:13][NH:14][C:15]3=[O:18])=[CH:10][CH:9]=2)=[CH:4][CH:3]=1.N1C=CC=CC=1.[CH3:29][N:30]1[CH:34]=[C:33]([S:35](Cl)(=[O:37])=[O:36])[N:32]=[CH:31]1>C(#N)C>[Cl:1][C:2]1[CH:3]=[CH:4][C:5]([CH2:6][N:7]([C:8]2[CH:17]=[C:16]3[C:11]([C:12]([CH3:19])([CH3:20])[CH2:13][NH:14][C:15]3=[O:18])=[CH:10][CH:9]=2)[S:35]([C:33]2[N:32]=[CH:31][N:30]([CH3:29])[CH:34]=2)(=[O:37])=[O:36])=[CH:21][CH:22]=1. Procedure details: To a stirred solution of 7-(4-chloro-benzylamino)-4,4-dimethyl-3,4-dihydro-2H-isoquinolin-1-one (20 mg, 0.06 mmol) and pyridine (12 μl, 0.14 mmol) in anhydrous acetonitrile (1 ml) was added 1-methyl-1H-imidazole-4-sulfonyl chloride (25 mg, 0.14 mmol) and the reaction heated to 150° C. in a microwave for 0.5 hrs. The solvent was evaporated in vacuo and the crude residue purified by preparative HPLC (Method A) to afford the title compound as a colourless solid (15 mg, 21%). HPLC retention time 4.0...